Dataset: the Open Reaction Database (ORD), a public repository of structured organic reaction records. Task: describe an organic reaction: reactants, conditions, products, and yield RXN SMILES: [C:1]([O:5][C:6]([NH:8][C:9]1([C:15]([OH:17])=O)[CH2:11][CH:10]1[CH:12]([F:14])[F:13])=[O:7])([CH3:4])([CH3:3])[CH3:2].C1N=CN(C(N2C=NC=C2)=O)C=1.[CH:30]1([S:33]([NH2:36])(=[O:35])=[O:34])[CH2:32][CH2:31]1.C1CCN2C(=NCCC2)CC1>O1CCCC1>[CH:30]1([S:33]([NH:36][C:15]([C:9]2([NH:8][C:6](=[O:7])[O:5][C:1]([CH3:2])([CH3:3])[CH3:4])[CH2:11][CH:10]2[CH:12]([F:13])[F:14])=[O:17])(=[O:35])=[O:34])[CH2:32][CH2:31]1. The solvent is O1CCCC1 (tetrahydrofuran). Starting materials: C1CCC2=NCCCN2CC1 (DBU), C(C)(C)(C)OC(=O)NC1(C(C1)C(F)F)C(=O)O (1-(tert-butoxycarbonylamino)-2-(difluoromethyl)cyclopropanecarboxylic acid), C1=CN(C=N1)C(=O)N2C=CN=C2 (CDI), C1(CC1)S(=O)(=O)N (cyclopropanesulfonamide). Procedure details: A mixture of 1-(tert-butoxycarbonylamino)-2-(difluoromethyl)cyclopropanecarboxylic acid (975 mg, 3.88 mmol) and CDI (755 mg, 4.66 mmol) in tetrahydrofuran (10 mL) was heated at reflux for 1 h. It was then cooled to rt and then cyclopropanesulfonamide (564 mg, 4.66 mmol) was added, followed by DBU (0.702 mL, 4.66 mmol). This mixture was stirred at rt for 18 h. It was then concentrated in vacuo, diluted with water and adjusted to pH=4 using 1 N HCl. The acidic solution was extracted with EtOAc, wa... Isolated yield 83.6%. Yields the product C1(CC1)S(=O)(=O)NC(=O)C1(C(C1)C(F)F)NC(OC(C)(C)C)=O (tert-butyl 1-(cyclopropylsulfonylcarbamoyl)-2-(difluoromethyl)cyclopropylcarbamate). Reaction conditions: time 18 hour. Starting materials: Cc1ncc(C=O)c(N)n1, CO, Cl, NO, [Na+], [Na+], O=C([O-])[O-], O. The product is Cc1ncc(C=NO)c(N)n1. RXN SMILES: [CH3:1][c:2]1[n:3][cH:4][c:5]([CH:9]=[O:10])[c:6]([NH2:8])[n:7]1.[CH3:20][OH:21].[ClH:11].[NH2:12][OH:13].[Na+:14].[Na+:15].[O-:16][C:17](=[O:18])[O-:19].[OH2:22]>>[CH3:1][c:2]1[n:3][cH:4][c:5]([CH:9]=[N:12][OH:13])[c:6]([NH2:8])[n:7]1. Reactants: N1CC(C1)OC1=CC(=C(CN2CCC(CC2)(C)CO)C=C1)C ((1-(4-(Azetidin-3-yloxy)-2-methylbenzyl)-4-methylpiperidin-4-yl)methanol), C1(=CC=CC=C1)C1=NN=C(O1)C(=O)OCC (ethyl 5-phenyl-1,3,4-oxadiazole-2-carboxylate), [C-]#N.[Na+] (sodium cyanide). The solvent is CO (methanol). Run at time 8 hour. The product is OCC1(CCN(CC1)CC1=C(C=C(OC2CN(C2)C(=O)C=2OC(=NN2)C2=CC=CC=C2)C=C1)C)C ((3-(4-((4-(Hydroxymethyl)-4-methylpiperidin-1-yl)methyl)-3-methylphenoxy)azetidin-1-yl)(5-phenyl-1,3,4-oxadiazol-2-yl)methanone). Isolated yield 71.6%. Reaction SMILES: [NH:1]1[CH2:4][CH:3]([O:5][C:6]2[CH:21]=[CH:20][C:9]([CH2:10][N:11]3[CH2:16][CH2:15][C:14]([CH2:18][OH:19])([CH3:17])[CH2:13][CH2:12]3)=[C:8]([CH3:22])[CH:7]=2)[CH2:2]1.[C:23]1([C:29]2[O:33][C:32]([C:34](OCC)=[O:35])=[N:31][N:30]=2)[CH:28]=[CH:27][CH:26]=[CH:25][CH:24]=1.[C-]#N.[Na+]>CO>[OH:19][CH2:18][C:14]1([CH3:17])[CH2:15][CH2:16][N:11]([CH2:10][C:9]2[CH:20]=[CH:21][C:6]([O:5][CH:3]3[CH2:4][N:1]([C:34]([C:32]4[O:33][C:29]([C:23]5[CH:24]=[CH:25][CH:26]=[CH:27][CH:28]=5)=[N:30][N:31]=4)=[O:35])[CH2:2]3)=[CH:7][C:8]=2[CH3:22])[CH2:12][CH2:13]1 |f:2.3|. Procedure: To a solution of 69C (1.65 g, 5.42 mmol) in methanol (25 mL) was added commercially available ethyl 5-phenyl-1,3,4-oxadiazole-2-carboxylate (1.30 g, 5.96 mmol) followed by sodium cyanide (53 mg, 1.10 mmol). The reaction mixture was stirred at RT overnight. The solvent was removed by evaporation and the residue was dissolved in DCM. The solution was washed with NaHCO3, filtered through a phase separator and then evaporated to near dryness. Ether was added and the formed solid was filtered off and... The reactants are ClC1=NC=C(N=C1C(CC)C)C=1C=NC=CC1 (rac-2-chloro-3-(1-methylpropyl)-5-(3-pyridyl)pyrazine), N(N)C1=NC=C(N=C1C(CC)C)C=1C=NC=CC1 (rac-2-hydrazino-3-(1-methylpropyl)-5-(3-pyridyl)pyrazine), C(CC(=O)OCC)(=O)OCC (diethyl malonate). Solvent: C(C)O.O (ethanol water). The product is CC(CC)C=1C=2N(C=C(N1)C=1C=NC=CC1)C(=NN2)CC(=O)OCC (ethyl rac-8-(1-methylpropyl)-6-(3-pyridyl)-s-triazolo[4,3-a]pyrazine-3-acetate). RXN SMILES: ClC1C(C(C)CC)=NC(C2C=NC=CC=2)=CN=1.[NH:18]([C:20]1[C:25]([CH:26]([CH3:29])[CH2:27][CH3:28])=[N:24][C:23]([C:30]2[CH:31]=[N:32][CH:33]=[CH:34][CH:35]=2)=[CH:22][N:21]=1)[NH2:19].[C:36](OCC)(=O)[CH2:37][C:38]([O:40][CH2:41][CH3:42])=[O:39]>C(O)C.O>[CH3:29][CH:26]([C:25]1[C:20]2[N:21]([C:36]([CH2:37][C:38]([O:40][CH2:41][CH3:42])=[O:39])=[N:19][N:18]=2)[CH:22]=[C:23]([C:30]2[CH:31]=[N:32][CH:33]=[CH:34][CH:35]=2)[N:24]=1)[CH2:27][CH3:28] |f:3.4|. Procedure: In a manner analogous to Example 1, by condensing 3-(2-amino-1,1-diethoxyethyl)pyridine with 3-methyl-2-oxopentanoic acid there is obtained rac-N-[2,2-diethoxy-2-(3-pyridyl)ethyl]-3-methyl-2-oxovaleramide as an amorphous, colorless solid. Subsequent acidic hydrolysis to rac-3-methyl-2-oxo-N-[(3-pyridylcarbonyl)methyl]valeramide hydrochloride (beige, crystalline solid, melting point 158°-159°) and ring closure gives rac-3-(1-methylpropyl)-5-(3-pyridyl)-2(1H)-pyrazinone as a yellow solid, melting ... Starting materials: BrCCCCl (1-bromo-3-chloropropane), O (water), [H-].[Na+] (sodium hydride), C(=C)(C)N1C(NC2=C1C=CC=C2)=O (1-isopropenyl-1,3-dihydro-benzoimidazol-2-one). The solvent is CN(C)C=O (DMF). Conditions: time 2 hour. The product is BrCCCN1C(N(C2=C1C=CC=C2)C(=C)C)=O (1-(3-Bromo-propyl)-3-isopropenyl-1,3-dihydro-benzoimidazol-2-one), ClCCCN1C(N(C2=C1C=CC=C2)C(=C)C)=O (1-(3-chloro-propyl)-3-isopropenyl-1,3-dihydro-benzoimidazol-2-one). Isolated yield 215.0%. RXN SMILES: [H-].[Na+].[C:3]([N:6]1[C:10]2[CH:11]=[CH:12][CH:13]=[CH:14][C:9]=2[NH:8][C:7]1=[O:15])([CH3:5])=[CH2:4].[Br:16][CH2:17][CH2:18][CH2:19][Cl:20].O>CN(C=O)C>[Br:16][CH2:17][CH2:18][CH2:19][N:8]1[C:9]2[CH:14]=[CH:13][CH:12]=[CH:11][C:10]=2[N:6]([C:3]([CH3:5])=[CH2:4])[C:7]1=[O:15].[Cl:20][CH2:19][CH2:18][CH2:17][N:8]1[C:9]2[CH:14]=[CH:13][CH:12]=[CH:11][C:10]=2[N:6]([C:3]([CH3:5])=[CH2:4])[C:7]1=[O:15] |f:0.1|. Procedure: Add sodium hydride (600 mg, 16.5 mmol of 60% dispersion in oil) to a solution of 1-isopropenyl-1,3-dihydro-benzoimidazol-2-one (1.311 g, 7.53 mmol) in anhydrous DMF (10 mL) under nitrogen at room temperature and stir for 2 h. Add 1-bromo-3-chloropropane (900 μL, 9.03 mmol) and stir for 3 days. Pour the suspension into water (100 mL), extract with diethyl ether (2×50 mL). Wash the organic extract with brine (100 mL), dry over MgSO4 and concentrate in vacuo to give the title compound impurified wi...